This data is from the Open Reaction Database (ORD), a public repository of structured organic reaction records. The task is: describe an organic reaction: reactants, conditions, products, and yield Reactants: O.Cl (mono-hydrochloride, hydrate), Cl.Cl.COC1=CC(=C(C=C1)N)N (4-methoxy-1,2-phenylenediamine dihydrochloride), Cl.COC(C=CC1=CC(=C(C=C1)OC)OC)=N (methyl-(3,4-dimethoxy)-cinnamoimidate hydrochloride). The solvent is CO (methanol). Run at time 72 hour. The product is COC=1C=C(C=CC1OC)C=CC1=NC2=C(N1)C=CC(=C2)OC (2-[2-(3,4-Dimethoxyphenyl)-vinyl]-5-methoxy-1H-benzoimidazole). The yield is 22.7%. RXN SMILES: Cl.Cl.[CH3:3][O:4][C:5]1[CH:10]=[CH:9][C:8]([NH2:11])=[C:7]([NH2:12])[CH:6]=1.Cl.CO[C:16](=N)[CH:17]=[CH:18][C:19]1[CH:24]=[CH:23][C:22]([O:25][CH3:26])=[C:21]([O:27][CH3:28])[CH:20]=1.O.Cl>CO>[CH3:28][O:27][C:21]1[CH:20]=[C:19]([CH:18]=[CH:17][C:16]2[NH:11][C:8]3[CH:9]=[CH:10][C:5]([O:4][CH3:3])=[CH:6][C:7]=3[N:12]=2)[CH:24]=[CH:23][C:22]=1[O:25][CH3:26] |f:0.1.2,3.4,5.6|. Reported procedure: A mixture of 4-methoxy-1,2-phenylenediamine dihydrochloride (1.55 g; 7.3 mmol) and methyl-(3,4-dimethoxy)-cinnamoimidate hydrochloride (1.9 g; 7.3 mmol) in methanol (50 mL) was stirred at ambient temperature for 72 hours. The methanol was concentrated to 25 mL. A yellow solid was separated by filtration. The solid was suspended in MeOH (10 mL), and treated with hydrogen chloride. The precipitate that formed was collected to obtain 515 mg (21% yield) of the title compound as a mono-hydrochloride,... Reactants: CN(NC(=O)c1ccccc1C(=O)O)c1nc2ccccc2o1, O=Cc1ccccc1C(=O)O, CC(=O)O, O, c1ccc2ocnc2c1. The product is CN(N=Cc1ccccc1C(=O)O)c1nc2ccccc2o1. RXN SMILES: [C:10](=[O:11])([OH:12])[c:13]1[c:14]([C:15](=[O:16])[NH:17][N:18]([CH3:19])[c:20]2[o:21][c:22]3[c:23]([n:24]2)[cH:25][cH:26][cH:27][cH:28]3)[cH:29][cH:30][cH:31][cH:32]1.[C:37]([c:38]1[cH:39][cH:40][cH:41][cH:42][c:43]1[CH:44]=[O:45])([OH:46])=[O:47].[CH3:33][C:34](=[O:35])[OH:36].[OH2:48].[o:1]1[c:2]2[cH:3][cH:4][cH:5][cH:6][c:7]2[n:8][cH:9]1>>[C:10](=[O:11])([OH:12])[c:13]1[c:14]([CH:15]=[N:17][N:18]([CH3:19])[c:20]2[o:21][c:22]3[c:23]([n:24]2)[cH:25][cH:26][cH:27][cH:28]3)[cH:29][cH:30][cH:31][cH:32]1. Isolated yield 84.9%. Reaction conditions: time 3 hour. Reaction SMILES: [CH2:1]([O:3][C:4]1[C:8]([CH2:9][CH2:10][C:11]([O:13]CC)=[O:12])=[CH:7][N:6]([CH2:16][C:17]2[CH:22]=[CH:21][CH:20]=[C:19]([O:23][CH2:24][C:25]3[N:26]=[C:27]([C:31]4[CH:36]=[CH:35][CH:34]=[CH:33][CH:32]=4)[O:28][C:29]=3[CH3:30])[N:18]=2)[N:5]=1)[CH3:2].[OH-].[Na+].O1CCCC1.Cl>C(O)C>[CH2:1]([O:3][C:4]1[C:8]([CH2:9][CH2:10][C:11]([OH:13])=[O:12])=[CH:7][N:6]([CH2:16][C:17]2[CH:22]=[CH:21][CH:20]=[C:19]([O:23][CH2:24][C:25]3[N:26]=[C:27]([C:31]4[CH:32]=[CH:33][CH:34]=[CH:35][CH:36]=4)[O:28][C:29]=3[CH3:30])[N:18]=2)[N:5]=1)[CH3:2] |f:1.2|. Reported procedure: After a mixture of ethyl 3-[3-ethoxy-1-[6-(5-methyl-2-phenyl-4-oxazolylmethoxy)-2-pyridylmethyl]-1H-pyrazol-4-yl]propionate (652 mg), 1N aqueous sodium hydroxide solution (3 ml), tetrahydrofuran (6 ml) and ethanol (6 ml) was stirred at room temperature for 3 hours, 1N hydrochloric acid (3 ml) was added to the mixture, and then the mixture was extracted with ethyl acetate. The ethyl acetate layer was washed with saturated aqueous sodium chloride solution, dried (MgSO4) and concentrated. The resul... Yields the product C(C)OC1=NN(C=C1CCC(=O)O)CC1=NC(=CC=C1)OCC=1N=C(OC1C)C1=CC=CC=C1 (3-[3-ethoxy-1-[6-(5-methyl-2-phenyl-4-oxazolylmethoxy)-2-pyridylmethyl]-1H-pyrazol-4-yl]propionic acid). Run in C(C)O (ethanol). Reactants: Cl (hydrochloric acid), C(C)OC1=NN(C=C1CCC(=O)OCC)CC1=NC(=CC=C1)OCC=1N=C(OC1C)C1=CC=CC=C1 (ethyl 3-[3-ethoxy-1-[6-(5-methyl-2-phenyl-4-oxazolylmethoxy)-2-pyridylmethyl]-1H-pyrazol-4-yl]propionate), [OH-].[Na+] (sodium hydroxide), O1CCCC1 (tetrahydrofuran). Reaction SMILES: [C:1]([O:5][C:6]([N:8]1[CH2:13][CH2:12][CH:11]([CH2:14][CH2:15][OH:16])[CH2:10][CH:9]1[C:17]([O:19][CH2:20][CH3:21])=[O:18])=[O:7])([CH3:4])([CH3:3])[CH3:2].[Cr](Cl)([O-])(=O)=O.[NH+]1C=CC=CC=1>C(Cl)Cl>[C:1]([O:5][C:6]([N:8]1[CH2:13][CH2:12][CH:11]([CH2:14][CH:15]=[O:16])[CH2:10][CH:9]1[C:17]([O:19][CH2:20][CH3:21])=[O:18])=[O:7])([CH3:3])([CH3:4])[CH3:2] |f:1.2|. Procedure: A solution of 11.8 g of ethyl 1-tert-butoxycarbonyl-4-(2-hydroxyethyl)-piperidine-2-carboxylate and 12.6 g of pyridinium chlorochromate in 175 ml methylene chloride is stirred under nitrogen at room temperature for 80 minutes. Mixture is filtered and purified by flash chromatography using ethyl acetate/hexane (25:75) to yield 1-(tert-butoxycarbonyl)-2-ethoxycarbonyl-piperidine-4-acetaldehyde. Solvent: C(Cl)Cl (methylene chloride). The product is C(C)(C)(C)OC(=O)N1C(CC(CC1)CC=O)C(=O)OCC (1-(tert-butoxycarbonyl)-2-ethoxycarbonyl-piperidine-4-acetaldehyde). The reactants are C(C)(C)(C)OC(=O)N1C(CC(CC1)CCO)C(=O)OCC (ethyl 1-tert-butoxycarbonyl-4-(2-hydroxyethyl)-piperidine-2-carboxylate), [Cr](=O)(=O)([O-])Cl.[NH+]1=CC=CC=C1 (pyridinium chlorochromate). Reactants: CC1=CC=C(C=C1)C(C#N)C(C)O (2-(4-methylphenyl)-3-hydroxybutanenitrile), ester, CC1=CC=C(C=C1)C(C#N)C(C)O (2-(4-methylphenyl)-3-hydroxybutanenitrile), OCCC#N (3-hydroxypropanenitrile). Yields the product C(C)(=O)OC(C(C#N)C1=CC=C(C=C1)C)C (3-acetoxy-2-(4-methylphenyl)butanenitrile), oil. Yield: 85.0%. As a reaction SMILES: [CH3:1][C:2]1[CH:7]=[CH:6][C:5]([CH:8]([CH:11]([OH:13])[CH3:12])[C:9]#[N:10])=[CH:4][CH:3]=1.[OH:14][CH2:15][CH2:16]C#N>>[C:15]([O:13][CH:11]([CH3:12])[CH:8]([C:5]1[CH:4]=[CH:3][C:2]([CH3:1])=[CH:7][CH:6]=1)[C:9]#[N:10])(=[O:14])[CH3:16]. Procedure: This ester was prepared using the procedure described in Example 5, except 2-(4-methylphenyl)-3-hydroxybutanenitrile in place of 2-2-chloro-5-(difluoromethoxy)phenyl)-3-hydroxypropanenitrile in the above described procedure. The preparation of 2-(4-methylphenyl)-3-hydroxybutanenitrile is described in Example 17. The recovered ester product was a colorless oil (85% yield). Starting materials: C(C)OC([C@H](CC1=CC=C(C=C1)OCCCBr)OC)=O ((2S)-3-[4-(3-Bromo-propoxy)-phenyl]-2-methoxy-propionic acid ethyl ester), FC(C=1C=C(C=C(C1)C(F)(F)F)C1=CC=C(C=C1)O)(F)F (3′,5′-Bis-trifluoromethyl-biphenyl-4-ol), [OH-].[Na+] (NaOH). The product is FC(C=1C=C(C=C(C1)C(F)(F)F)C1=CC=C(C=C1)OCCCOC1=CC=C(C=C1)C[C@@H](C(=O)O)OC)(F)F ((2S)-3-{4-[3-(3′,5′-Bis-trifluoromethyl-biphenyl-4-yloxy)-propoxy]-phenyl}-2-methoxy-propionic acid). As a reaction SMILES: C([O:3][C:4](=[O:20])[C@@H:5]([O:18][CH3:19])[CH2:6][C:7]1[CH:12]=[CH:11][C:10]([O:13][CH2:14][CH2:15][CH2:16]Br)=[CH:9][CH:8]=1)C.[F:21][C:22]([F:41])([F:40])[C:23]1[CH:24]=[C:25]([C:33]2[CH:38]=[CH:37][C:36]([OH:39])=[CH:35][CH:34]=2)[CH:26]=[C:27]([C:29]([F:32])([F:31])[F:30])[CH:28]=1.[OH-].[Na+]>>[F:21][C:22]([F:40])([F:41])[C:23]1[CH:24]=[C:25]([C:33]2[CH:34]=[CH:35][C:36]([O:39][CH2:16][CH2:15][CH2:14][O:13][C:10]3[CH:9]=[CH:8][C:7]([CH2:6][C@H:5]([O:18][CH3:19])[C:4]([OH:3])=[O:20])=[CH:12][CH:11]=3)=[CH:37][CH:38]=2)[CH:26]=[C:27]([C:29]([F:32])([F:31])[F:30])[CH:28]=1 |f:2.3|. Procedure details: (2S)-3-[4-(3-Bromo-propoxy)-phenyl]-2-methoxy-propionic acid ethyl ester from Example 173, Step A was treated with 3′,5′-Bis-trifluoromethyl-biphenyl-4-ol from Step A under the Standard Procedure J. The compound thus obtained was allowed to react under Standard hydrolysis procedure C (NaOH) to give the title compound. MS(ES) for C27H24F6O5 [M+Na]+: 565, [M+H]+: 543. The product is O=C(O)C1(c2ccc3c(c2)CCCC3)CCC1. As a reaction SMILES: [CH2:1]1[CH2:2][CH2:3][CH2:4][c:5]2[cH:6][c:7]([C:11]3([C:15](=[O:16])[O:17][CH3:18])[CH2:12][CH2:13][CH2:14]3)[cH:8][cH:9][c:10]21.[CH3:21][CH2:22][OH:23].[K+:20].[OH-:19].[OH2:24]>>[CH2:1]1[CH2:2][CH2:3][CH2:4][c:5]2[cH:6][c:7]([C:11]3([C:15](=[O:16])[OH:17])[CH2:12][CH2:13][CH2:14]3)[cH:8][cH:9][c:10]21. Reactants: COC(=O)C1(c2ccc3c(c2)CCCC3)CCC1, CCO, [K+], [OH-], O.